This data is from the Open Reaction Database (ORD), a public repository of structured organic reaction records. The task is: describe an organic reaction: reactants, conditions, products, and yield Reactants: CC1(C=2C(=CC(=CC2C(CC1)(C)C)C(=O)OCC)Br)C (ethyl 5,6,7,8-tetrahydro-5,5,8,8-tetramethyl-4-bromonaphthalene-2-carboxylate), CC1(C=2C(=CC(=CC2C(CC1)(C)C)C(=O)OCC)Br)C (ethyl 5,6,7,8-tetrahydro-5,5,8,8-tetramethyl-4-bromonaphthalene-2-carboxylate), C(CC(C)C)ON=O (isoamylnitrite), O[PH2]=O (H3PO2). The product is CC1(C=2C(=CC(=CC2C(CC1)(C)C)C(=O)OCC)Br)C (ethyl 5,6,7,8-tetrahydro-5,5,8,8-tetramethyl-4-bromonaphthalene-2-carboxylate), CC1(C=2C(=CC(=CC2C(CC1)(C)C)C(=O)O)Br)C (5,6,7,8-tetrahydro-5,5,8,8-tetramethyl-4-bromonaphthalene-2-carboxylic acid). As a reaction SMILES: C(ON=O)CC(C)C.O[PH2]=O.[CH3:12][C:13]1([CH3:31])[CH2:22][CH2:21][C:20]([CH3:24])([CH3:23])[C:19]2[CH:18]=[C:17]([C:25]([O:27][CH2:28][CH3:29])=[O:26])[CH:16]=[C:15]([Br:30])[C:14]1=2>>[CH3:31][C:13]1([CH3:12])[CH2:22][CH2:21][C:20]([CH3:23])([CH3:24])[C:19]2[CH:18]=[C:17]([C:25]([O:27][CH2:28][CH3:29])=[O:26])[CH:16]=[C:15]([Br:30])[C:14]1=2.[CH3:12][C:13]1([CH3:31])[CH2:22][CH2:21][C:20]([CH3:23])([CH3:24])[C:19]2[CH:18]=[C:17]([C:25]([OH:27])=[O:26])[CH:16]=[C:15]([Br:30])[C:14]1=2. Procedure details: Reaction Schemes 1 and 2 provide examples for the synthesis of derivatives of 5,6,7,8-tetrahydro-5,5,8,8-tetramethylnaphthalene-2-carboxylic acid, which are within the scope of Formula 2 and which are reacted with an amine of Formula 3 to provide (5,6,7,8-tetrahydro-5,5,8,8-tetramethyl-naphthalene-2-yl)carbamoyl derivatives within the scope of Formula 1. Thus, as is shown in Reaction Scheme 1, ethyl 5,6,7,8-tetrahydro-5,5,8,8-tetramethylnaphthalene-2-carboxylate (Compound A) is nitrated to provi... Reactants: ClCOCC1=CC=CC=C1 (benzyl chloromethyl ether), C1(=CC=CC=C1)C=1N=C(NC1C1=CC=CC=C1)SC(C(F)F)(F)F (4,5-diphenyl-2-(1,1,2,2-tetrafluoroethylthio)imidazole), ClCOCC1=CC=CC=C1 (benzyl chloromethyl ether), C([O-])([O-])=O.[K+].[K+] (potassium carbonate), ice water. Run in CN(C)C=O (DMF). Run at time 24 hour. Product: C(C1=CC=CC=C1)OCN1C(=NC(=C1C1=CC=CC=C1)C1=CC=CC=C1)SC(C(F)F)(F)F (1-Benzyloxymethyl-4,5-diphenyl-2-(1,1,2,2-tetrafluoroethylthio)imidazole). Reaction SMILES: [C:1]1([C:7]2[N:8]=[C:9]([S:18][C:19]([F:24])([F:23])[CH:20]([F:22])[F:21])[NH:10][C:11]=2[C:12]2[CH:17]=[CH:16][CH:15]=[CH:14][CH:13]=2)[CH:6]=[CH:5][CH:4]=[CH:3][CH:2]=1.Cl[CH2:26][O:27][CH2:28][C:29]1[CH:34]=[CH:33][CH:32]=[CH:31][CH:30]=1.C(=O)([O-])[O-].[K+].[K+]>CN(C=O)C>[CH2:28]([O:27][CH2:26][N:10]1[C:11]([C:12]2[CH:17]=[CH:16][CH:15]=[CH:14][CH:13]=2)=[C:7]([C:1]2[CH:2]=[CH:3][CH:4]=[CH:5][CH:6]=2)[N:8]=[C:9]1[S:18][C:19]([F:23])([F:24])[CH:20]([F:22])[F:21])[C:29]1[CH:34]=[CH:33][CH:32]=[CH:31][CH:30]=1 |f:2.3.4|. Procedure details: A mixture of 3.5 g (0.01 mole) of 4,5-diphenyl-2-(1,1,2,2-tetrafluoroethylthio)imidazole, 2.1 g (0.013 mole) benzyl chloromethyl ether, 3.6 g (0.026 mole) potassium carbonate in 25 ml DMF was stirred for 24 hours. TLC showed some starting material, so an additional 0.5 g (0.003 mole) of benzyl chloromethyl ether was added and stirring continued for another 24 hours. The mixture was poured into ice water, extracted three times with ether and the ether layers backwashed three times with water. The... The solvent is CC(=O)C (acetone), O (water). The reactants are ClC1=CC=C(C=C1)S(=O)(=O)[C@]12C3=C(OC[C@@H]1CC1(OCCO1)CC2)C(=CC=C3F)F (Trans-10a-[(4-chlorophenyl)sulfonyl]-1,4-difluoro-6a,9,10,10a-tetrahydrospiro[6H-dibenzo[b,d]pyran-8(7H), 2′-[1,3]dioxolane]), C=1(C(=CC=CC1)S(=O)(=O)Cl)C (Toluenesulfonyl chloride). Yields the product ClC1=CC=C(C=C1)S(=O)(=O)[C@@]12[C@H](COC3=C(C=CC(=C13)F)F)CC(CC2)=O (Trans-10a-(4-chloro-benzenesulfonyl)-1,4-difluoro-6a,9,10,10a-tetrahydro-6H,7H-benzo[c]chromen-8-one). Reported procedure: Trans-10a-[(4-chlorophenyl)sulfonyl]-1,4-difluoro-6a,9,10,10a-tetrahydrospiro[6H-dibenzo[b,d]pyran-8(7H), 2′-[1,3]dioxolane] (3.1 g, 6.8 mmole) was dissolved in 200 ml acetone and 10 ml water. Toluenesulfonyl chloride (1 g) was added and the mixture was refluxed overnight. Acetone was removed. 100 water and 100 ml EtOAc were added. The organic layer washed with water (50 ml), dried over Na2SO4 and concentrated. The residue was pure enough for next step. Yield: 2.8 g, 100%. 1H NMR (CDCl3 400 MHz ... As a reaction SMILES: [Cl:1][C:2]1[CH:7]=[CH:6][C:5]([S:8]([C@@:11]23[CH2:24][CH2:23][C:18]4(OCC[O:19]4)[CH2:17][C@H:16]2[CH2:15][O:14][C:13]2[C:25]([F:30])=[CH:26][CH:27]=[C:28]([F:29])[C:12]3=2)(=[O:10])=[O:9])=[CH:4][CH:3]=1.C1(C)C(S(Cl)(=O)=O)=CC=CC=1>CC(C)=O.O>[Cl:1][C:2]1[CH:3]=[CH:4][C:5]([S:8]([C@@:11]23[CH2:24][CH2:23][C:18](=[O:19])[CH2:17][C@H:16]2[CH2:15][O:14][C:13]2[C:12]3=[C:28]([F:29])[CH:27]=[CH:26][C:25]=2[F:30])(=[O:10])=[O:9])=[CH:6][CH:7]=1.